Dataset: the Open Reaction Database (ORD), a public repository of structured organic reaction records. Task: describe an organic reaction: reactants, conditions, products, and yield Reactants: FC([C@@]1(N=C(COC1)N)C1=C(C=CC(=C1)NC1=NC=C(C=C1OC)[N+](=O)[O-])F)F ((R)-5-difluoromethyl-5-[2-fluoro-5-(3-methoxy-5-nitro-pyridin-2-ylamino)-phenyl]-5,6-dihydro-2H-[1,4]oxazin-3-ylamine). Reagents/catalysts: [Pd] (Pd—C). Run in CCO (EtOH). Reaction conditions: time 1 hour. Product: NC1=N[C@](COC1)(C(F)F)C=1C=C(C=CC1F)NC1=NC=C(C=C1OC)N (N*2*-[3-((R)-5-Amino-3-difluoromethyl-3,6-dihydro-2H-[1,4]oxazin-3-yl)-4-fluoro-phenyl]-3-methoxy-pyridine-2,5-diamine). As a reaction SMILES: [F:1][CH:2]([F:29])[C@@:3]1([C:10]2[CH:15]=[C:14]([NH:16][C:17]3[C:22]([O:23][CH3:24])=[CH:21][C:20]([N+:25]([O-])=O)=[CH:19][N:18]=3)[CH:13]=[CH:12][C:11]=2[F:28])[CH2:8][O:7][CH2:6][C:5]([NH2:9])=[N:4]1>CCO.[Pd]>[NH2:9][C:5]1[CH2:6][O:7][CH2:8][C@:3]([C:10]2[CH:15]=[C:14]([NH:16][C:17]3[C:22]([O:23][CH3:24])=[CH:21][C:20]([NH2:25])=[CH:19][N:18]=3)[CH:13]=[CH:12][C:11]=2[F:28])([CH:2]([F:1])[F:29])[N:4]=1. Reported procedure: To a solution of (R)-5-difluoromethyl-5-[2-fluoro-5-(3-methoxy-5-nitro-pyridin-2-ylamino)-phenyl]-5,6-dihydro-2H-[1,4]oxazin-3-ylamine (80 mg, 0.179 mmol) in EtOH (10 ml) was added Pd—C (10%, 50 mg) the mixture was set under an atmosphere of hydrogen and stirred for 1 h. The catalyst was filtered off, the mixture diluted with DCM (20 ml) aq. sat. Na2CO3 (5 ml) was added and stirred for 5 min. The layers were separated, the aq. phase extracted with DCM (20 ml), the combined organic layers were wa...